Task: describe an organic reaction: reactants, conditions, products, and yield. Dataset: the Open Reaction Database (ORD), a public repository of structured organic reaction records Reactants: CN(C)C=O, CCN(C(C)C)C(C)C, COc1cc2ncnc(Nc3cccc(Cl)c3F)c2cc1CCl, CNC1(C(N)=O)CN(C(=O)OC(C)(C)C)C1, O. Product: COc1cc2ncnc(Nc3cccc(Cl)c3F)c2cc1CN(C)C1(C(N)=O)CN(C(=O)OC(C)(C)C)C1. RXN SMILES: [CH3:50][N:51]([CH3:52])[CH:53]=[O:54].[CH:1]([N:2]([CH2:3][CH3:4])[CH:5]([CH3:6])[CH3:7])([CH3:8])[CH3:9].[Cl:10][c:11]1[c:12]([F:32])[c:13]([NH:17][c:18]2[n:19][cH:20][n:21][c:22]3[cH:23][c:24]([O:30][CH3:31])[c:25]([CH2:28][Cl:29])[cH:26][c:27]23)[cH:14][cH:15][cH:16]1.[NH2:33][C:34](=[O:35])[C:36]1([NH:47][CH3:48])[CH2:37][N:38]([C:40](=[O:41])[O:42][C:43]([CH3:44])([CH3:45])[CH3:46])[CH2:39]1.[OH2:49]>>[Cl:10][c:11]1[c:12]([F:32])[c:13]([NH:17][c:18]2[n:19][cH:20][n:21][c:22]3[cH:23][c:24]([O:30][CH3:31])[c:25]([CH2:28][N:47]([C:36]4([C:34]([NH2:33])=[O:35])[CH2:37][N:38]([C:40](=[O:41])[O:42][C:43]([CH3:44])([CH3:45])[CH3:46])[CH2:39]4)[CH3:48])[cH:26][c:27]23)[cH:14][cH:15][cH:16]1. Reactants: FC1=CC(=CC=2CC(OC21)C2CCN(CC2)C2=NC=C(C=N2)CCC)C=2CCNCC2 (2-(4-(7-Fluoro-5-(1,2,3,6-tetrahydropyridin-4-yl)-2,3-dihydrobenzofuran-2-yl)piperidin-1-yl)-5-propylpyrimidine), C(CC)S(=O)(=O)Cl (propane-1-sulfonyl chloride). The product is FC1=CC(=CC=2CC(OC21)C2CCN(CC2)C2=NC=C(C=N2)CCC)C=2CCN(CC2)S(=O)(=O)CCC ((±)-2-(4-(7-Fluoro-5-(1-(propylsulfonyl)-1,2,3,6-tetrahydropyridin-4-yl)-2,3-dihydrobenzofuran-2-yl)piperidin-1-yl)-5-propylpyrimidine). RXN SMILES: [F:1][C:2]1[C:10]2[O:9][CH:8]([CH:11]3[CH2:16][CH2:15][N:14]([C:17]4[N:22]=[CH:21][C:20]([CH2:23][CH2:24][CH3:25])=[CH:19][N:18]=4)[CH2:13][CH2:12]3)[CH2:7][C:6]=2[CH:5]=[C:4]([C:26]2[CH2:27][CH2:28][NH:29][CH2:30][CH:31]=2)[CH:3]=1.[CH2:32]([S:35](Cl)(=[O:37])=[O:36])[CH2:33][CH3:34]>>[F:1][C:2]1[C:10]2[O:9][CH:8]([CH:11]3[CH2:12][CH2:13][N:14]([C:17]4[N:22]=[CH:21][C:20]([CH2:23][CH2:24][CH3:25])=[CH:19][N:18]=4)[CH2:15][CH2:16]3)[CH2:7][C:6]=2[CH:5]=[C:4]([C:26]2[CH2:27][CH2:28][N:29]([S:35]([CH2:32][CH2:33][CH3:34])(=[O:37])=[O:36])[CH2:30][CH:31]=2)[CH:3]=1. Procedure details: Example 5 was prepared from Compound 3H and propane-1-sulfonyl chloride in a similar manner to the procedure described in Example 1. 1H NMR (500 MHz, CDCl3) δ ppm 8.15 (s, 2 H), 6.95 (s, 1 H), 6.92 (d, J=12.1 Hz, 1 H), 5.94 (ddd, J=3.4, 1.9, 1.8 Hz, 1 H), 4.76-4.87 (m, 2 H), 4.63-4.73 (m, 1 H), 3.97 (q, J=2.8 Hz, 2 H), 3.53 (t, J=5.6 Hz, 2 H), 3.24 (dd, J=15.7, 9.1 Hz, 1 H), 3.04 (dd, J=15.7, 8.3 Hz, 1 H), 2.91-2.98 (m, 2 H), 2.78-2.89 (m, J=12.9, 12.9, 6.1, 2.8 Hz, 2 H), 2.52-2.59 (m, 2 H), 2.3... The reactants are CCOCC, C1CCOC1, [Li]C, Fc1c(F)c(F)c(-c2c(F)c(F)c(F)c(F)c2F)c(F)c1F, O. The product is Cc1c(F)c(F)c(-c2c(F)c(F)c(F)c(F)c2F)c(F)c1F. As a reaction SMILES: [CH2:30]([O:31][CH2:32][CH3:33])[CH3:34].[CH2:3]1[O:4][CH2:5][CH2:6][CH2:7]1.[CH3:1][Li:2].[F:8][c:9]1[c:10](-[c:19]2[c:20]([F:29])[c:21]([F:28])[c:22]([F:27])[c:23]([F:26])[c:24]2[F:25])[c:11]([F:18])[c:12]([F:17])[c:13]([F:16])[c:14]1[F:15].[OH2:35]>>[CH3:3][c:13]1[c:12]([F:17])[c:11]([F:18])[c:10](-[c:19]2[c:20]([F:29])[c:21]([F:28])[c:22]([F:27])[c:23]([F:26])[c:24]2[F:25])[c:9]([F:8])[c:14]1[F:15]. The reactants are CN (Methylamine), COC=1C=CC2=C(C=3CC(COC3C=C2)C(=O)O)C1 (9-Methoxy-2,3-dihydro-1H-benzo[f]chromene-2-carboxylic acid). The product is CNC(=O)C1COC=2C=CC3=C(C2C1)C=C(C=C3)OC (N-Methyl-9-methoxy-2,3-dihydro-1H-benzo[f]chromene-2-carboxamide). RXN SMILES: [CH3:1][NH2:2].[CH3:3][O:4][C:5]1[CH:6]=[CH:7][C:8]2[CH:17]=[CH:16][C:15]3[O:14][CH2:13][CH:12]([C:18](O)=[O:19])[CH2:11][C:10]=3[C:9]=2[CH:21]=1>>[CH3:1][NH:2][C:18]([CH:12]1[CH2:11][C:10]2[C:9]3[CH:21]=[C:5]([O:4][CH3:3])[CH:6]=[CH:7][C:8]=3[CH:17]=[CH:16][C:15]=2[O:14][CH2:13]1)=[O:19]. Procedure details: Methylamine, condensed with the acid obtained in Step B of Example 5, allows the title compound to be obtained. Solvent: C1(=CC=CC=C1)C (toluene). Yields the product FC(C1=NC=2N(C=C1)C(=CN2)C(N)=S)(F)F (7-trifluoromethylimidazo[1,2-α]pyrimidine-3-carbothioamide). Procedure: Lawesson's reagent (281 mg, 0.7 mmol) was added to a stirred suspension of the foregoing amide (160 mg, 0.7 mmol) in toluene (16 ml). The resulting mixture was heated at reflux for 2.5 h and then concentrated under reduced pressure while dry loading onto silica. Subsequent purification by column chromatography on silica using firstly diethyl ether and then EtOAc/ether gave 7-trifluoromethylimidazo[1,2-α]pyrimidine-3-carbothioamide (160 mg, 93%): δH (360 MHz, d6-DMSO) δ 7.80 (1H, d, J 7.2), 8.70 ... RXN SMILES: COC1C=CC(P2(SP(C3C=CC(OC)=CC=3)(=S)S2)=[S:10])=CC=1.[F:23][C:24]([F:38])([F:37])[C:25]1[CH:30]=[CH:29][N:28]2[C:31]([C:34]([NH2:36])=O)=[CH:32][N:33]=[C:27]2[N:26]=1>C1(C)C=CC=CC=1>[F:23][C:24]([F:38])([F:37])[C:25]1[CH:30]=[CH:29][N:28]2[C:31]([C:34](=[S:10])[NH2:36])=[CH:32][N:33]=[C:27]2[N:26]=1. Reactants: COC=1C=CC(=CC1)P2(=S)SP(=S)(S2)C=3C=CC(=CC3)OC (Lawesson's reagent), FC(C1=NC=2N(C=C1)C(=CN2)C(=O)N)(F)F (7-trifluoromethylimidazo[1,2-α]pyrimidine-3-carboxamide). The yield is 92.8%. Reactants: CO, CC(=Cc1ccccc1)C(=O)Nc1ccc(C(C(C)C)n2ccnc2)cc1. Yields the product CC(Cc1ccccc1)C(=O)Nc1ccc(C(C(C)C)n2ccnc2)cc1. Reaction SMILES: [CH3:28][OH:29].[n:1]1([CH:6]([CH:7]([CH3:8])[CH3:9])[c:10]2[cH:11][cH:12][c:13]([NH:16][C:17]([C:18](=[CH:19][c:20]3[cH:21][cH:22][cH:23][cH:24][cH:25]3)[CH3:26])=[O:27])[cH:14][cH:15]2)[cH:2][n:3][cH:4][cH:5]1>>[n:1]1([CH:6]([CH:7]([CH3:8])[CH3:9])[c:10]2[cH:11][cH:12][c:13]([NH:16][C:17]([CH:18]([CH2:19][c:20]3[cH:21][cH:22][cH:23][cH:24][cH:25]3)[CH3:26])=[O:27])[cH:14][cH:15]2)[cH:2][n:3][cH:4][cH:5]1. Reactants: NC1=C(C=C(C=2C(C3=CC=CC=C3C(C12)=O)=O)O)OC1=CC=CC=C1 (1-amino-2-phenoxy-4-hydroxyanthraquinone), CC(CCO)CCO (3-methyl-1,5-pentanediol), polyethylene oxide, C([O-])([O-])=O.[K+].[K+] (potassium carbonate). Solvent: CN1C(CCC1)=O (N-methylpyrrolidone). Product: NC1=C(C=C(C=2C(C3=CC=CC=C3C(C12)=O)=O)O)OCCC(CCO)C (1-amino-2-(3'-methyl-5'-hydroxypentanoxy)-4-hydroxyanthraquinone). Reaction SMILES: [NH2:1][C:2]1[C:15]2[C:14](=[O:16])[C:13]3[C:8](=[CH:9][CH:10]=[CH:11][CH:12]=3)[C:7](=[O:17])[C:6]=2[C:5]([OH:18])=[CH:4][C:3]=1[O:19][C:20]1C=CC=C[CH:21]=1.[CH3:26][CH:27](CCO)[CH2:28][CH2:29][OH:30].C(=O)([O-])[O-].[K+].[K+]>CN1CCCC1=O>[NH2:1][C:2]1[C:15]2[C:14](=[O:16])[C:13]3[C:8](=[CH:9][CH:10]=[CH:11][CH:12]=3)[C:7](=[O:17])[C:6]=2[C:5]([OH:18])=[CH:4][C:3]=1[O:19][CH2:20][CH2:21][CH:27]([CH3:26])[CH2:28][CH2:29][OH:30] |f:2.3.4|. Procedure details: 12.5 parts of 1-amino-2-phenoxy-4-hydroxyanthraquinone, 13 parts of 3-methyl-1,5-pentanediol, 25 parts of N-methylpyrrolidone, 3 parts of polyethylene oxide of average molecular weight 300 and 2 parts of anhydrous potassium carbonate are stirred for one hour at 150°C under nitrogen. After working up, 10.5 parts of 1-amino-2-(3'-methyl-5'-hydroxypentanoxy)-4-hydroxyanthraquinone are obtained.